describe an organic reaction: reactants, conditions, products, and yield From a dataset of the Open Reaction Database (ORD), a public repository of structured organic reaction records. Starting materials: C(C)OC(=O)C=1SC2=C(C1)C=CC(=C2)C(C(=O)O)(C(=O)O)C ([2-(ethoxycarbonyl)-1-benzothien-6-yl](methyl)malonic acid). Conditions: temperature 210 celsius. The yield is 91.3%. As a reaction SMILES: [CH2:1]([O:3][C:4]([C:6]1[S:7][C:8]2[CH:14]=[C:13]([C:15](C)([C:19](O)=O)[C:16]([OH:18])=[O:17])[CH:12]=[CH:11][C:9]=2[CH:10]=1)=[O:5])[CH3:2]>O>[CH2:1]([O:3][C:4]([C:6]1[S:7][C:8]2[CH:14]=[C:13]([CH:15]([CH3:19])[C:16]([OH:18])=[O:17])[CH:12]=[CH:11][C:9]=2[CH:10]=1)=[O:5])[CH3:2]. The product is C(C)OC(=O)C=1SC2=C(C1)C=CC(=C2)C(C(=O)O)C (2-[2-(ethoxycarbonyl)-1-benzothien-6-yl]propanoic acid). The solvent is O (H2O), O (H2O). Reported procedure: [2-(ethoxycarbonyl)-1-benzothien-6-yl](methyl)malonic acid (0.19 g, 0.590 mmol) was suspended in H2O (5 mL) before heating at 210° C. in a microwave reactor for 40 seconds. The suspension was diluted with H2O (50 mL) and the products extracted into EtOAc (2×75 mL). The combined organic extracts were washed with brine, dried over MgSO4 and concentrated in vacuo to give 0.15 g of product (white solid, 91%). 1H NMR (DMSO-d6) δ 12.41 (br s, 1H), 8.14 (s, 1H), 7.95 (br s, 1H), 7.94 (d, J=8.4 Hz, 1H),... Starting materials: [H-].[Na+] (Sodium hydride), CS(=O)(=O)OCCO[Si](C)(C)C(C)(C)C (2-tert-butyldimethylsilyloxyethyl methanesulfonate), CCCCCC (hexane), [Si](C)(C)(C(C)(C)C)OCC[C@@H](COC(C1=CC=CC=C1)(C1=CC=CC=C1)C1=CC=CC=C1)O ((S)-4-tert-butyldimethylsilyloxy-1-trityloxy-2-butanol). The solvent is O (water), CS(=O)C (DMSO), CS(=O)C (DMSO). Yields the product [Si](C)(C)(C(C)(C)C)OCC[C@@H](COC(C1=CC=CC=C1)(C1=CC=CC=C1)C1=CC=CC=C1)OCCO[Si](C)(C)C(C)(C)C ((S)-4-tert-butyldimethylsilyloxy-2-(2-tert-butyldimethylsilyloxyethoxy)-1-trityloxybutane). Isolated yield 0.0%. Reaction SMILES: [H-].[Na+].CCCCCC.[Si:9]([O:16][CH2:17][CH2:18][C@H:19]([OH:41])[CH2:20][O:21][C:22]([C:35]1[CH:40]=[CH:39][CH:38]=[CH:37][CH:36]=1)([C:29]1[CH:34]=[CH:33][CH:32]=[CH:31][CH:30]=1)[C:23]1[CH:28]=[CH:27][CH:26]=[CH:25][CH:24]=1)([C:12]([CH3:15])([CH3:14])[CH3:13])([CH3:11])[CH3:10].CS(O[CH2:47][CH2:48][O:49][Si:50]([C:53]([CH3:56])([CH3:55])[CH3:54])([CH3:52])[CH3:51])(=O)=O>CS(C)=O.O>[Si:9]([O:16][CH2:17][CH2:18][C@H:19]([O:41][CH2:47][CH2:48][O:49][Si:50]([C:53]([CH3:56])([CH3:55])[CH3:54])([CH3:52])[CH3:51])[CH2:20][O:21][C:22]([C:23]1[CH:28]=[CH:27][CH:26]=[CH:25][CH:24]=1)([C:29]1[CH:30]=[CH:31][CH:32]=[CH:33][CH:34]=1)[C:35]1[CH:36]=[CH:37][CH:38]=[CH:39][CH:40]=1)([C:12]([CH3:14])([CH3:15])[CH3:13])([CH3:11])[CH3:10] |f:0.1|. Reported procedure: Sodium hydride (2.11 g, 52.7 mmol, 60% in oil) was loaded under argon circumstance in three-necked flask and hexane (30 ml) was added thereto. After stirring for a while, it was allowed to stand and the supernatant was removed by syringe. By repeating this procedure three times, the oil of sodium hydride was removed. After drying in vacuo anhydrous dimethyl sulfoxide (DMSO) (10 ml) was added and the solution was stirred at 60° C. for 1 hour. After cooling to room temperature, (S)-4-tert-butyldim... Starting materials: Br, O=C([O-])O, CC(C)=O, CN1C(N)=NCC1c1ccccc1, COC(=O)Cl, [Na+]. Yields the product COC(=O)NC1=NCC(c2ccccc2)N1C. As a reaction SMILES: [BrH:6].[C:20](=[O:21])([OH:22])[O-:23].[CH3:25][C:26](=[O:27])[CH3:28].[CH3:7][N:8]1[C:9]([NH2:19])=[N:10][CH2:11][CH:12]1[c:13]1[cH:14][cH:15][cH:16][cH:17][cH:18]1.[Cl:1][C:2](=[O:3])[O:4][CH3:5].[Na+:24]>>[C:2](=[O:3])([O:4][CH3:5])[NH:19][C:9]1=[N:10][CH2:11][CH:12]([c:13]2[cH:14][cH:15][cH:16][cH:17][cH:18]2)[N:8]1[CH3:7]. The reactants are ClC=1C=C(C(=O)O)C=CC1OC(C)C (3-Chloro-4-[(1-methylethyl)oxy]benzoic acid), C(C(=O)Cl)(=O)Cl (oxalyl chloride). The reagents and catalysts are CN(C)C=O (DMF). Solvent: ClCCl (dichloromethane). Product: ClC=1C=C(C(=O)Cl)C=CC1OC(C)C (3-Chloro-4-[(1-methylethyl)oxy]benzoyl chloride). Isolated yield 96.7%. RXN SMILES: [Cl:1][C:2]1[CH:3]=[C:4]([CH:8]=[CH:9][C:10]=1[O:11][CH:12]([CH3:14])[CH3:13])[C:5](O)=[O:6].C(Cl)(=O)C([Cl:18])=O>CN(C=O)C.ClCCl>[Cl:1][C:2]1[CH:3]=[C:4]([CH:8]=[CH:9][C:10]=1[O:11][CH:12]([CH3:14])[CH3:13])[C:5]([Cl:18])=[O:6]. Procedure: 3-Chloro-4-[(1-methylethyl)oxy]benzoic acid (D3; 4 g, 18. mmol), dichloromethane (DCM) (30 ml), oxalyl chloride (1.88 ml, 21.4 mmol) and DMF (1.4 μl, 0.019 mmol) were stirred under a blanket of nitrogen for 18 h. The solvent was removed in vacuo to give a yellow oil which crystallised on standing. The solid was dissolved in DCM and the solvent was removed in vacuo to give the title compound as a yellow solid (4.2 g). The product is O=[N+]([O-])c1ccc(Cc2ccc(CS(=O)(=O)NCc3ccccc3)cc2)cc1. Reactants: O=C([O-])[O-], O=[N+]([O-])c1ccc(Cc2ccc(CS(=O)(=O)Cl)cc2)cc1, [K+], [K+], NCc1ccccc1, C1CCOC1. RXN SMILES: [C:30](=[O:31])([O-:32])[O-:33].[Cl:9][S:10](=[O:11])(=[O:12])[CH2:13][c:14]1[cH:15][cH:16][c:17]([CH2:18][c:19]2[cH:20][cH:21][c:22]([N+:25](=[O:26])[O-:27])[cH:23][cH:24]2)[cH:28][cH:29]1.[K+:34].[K+:35].[NH2:1][CH2:2][c:3]1[cH:4][cH:5][cH:6][cH:7][cH:8]1.[O:36]1[CH2:37][CH2:38][CH2:39][CH2:40]1>>[NH:1]([CH2:2][c:3]1[cH:4][cH:5][cH:6][cH:7][cH:8]1)[S:10](=[O:11])(=[O:12])[CH2:13][c:14]1[cH:15][cH:16][c:17]([CH2:18][c:19]2[cH:20][cH:21][c:22]([N+:25](=[O:26])[O-:27])[cH:23][cH:24]2)[cH:28][cH:29]1.